This data is from the Open Reaction Database (ORD), a public repository of structured organic reaction records. The task is: describe an organic reaction: reactants, conditions, products, and yield The reactants are O (Water), enamine, BrC1=C(CBr)C=CC=C1 (2-bromobenzyl bromide), C1(CCCCCC1)=O (cycloheptanone), N1CCOCC1 (morpholine). Reagents/catalysts: CC1=CC=C(C=C1)S(=O)(=O)O (tosic acid). Solvent: O1CCOCC1 (dioxane), C1(=CC=CC=C1)C (toluene). Product: BrC1=C(C=CC=C1)CC1C(CCCCC1)=O (2-[(2-Bromophenyl)methyl]cycloheptanone). Isolated yield 55.0%. Reaction SMILES: [C:1]1(=[O:8])[CH2:7][CH2:6][CH2:5][CH2:4][CH2:3][CH2:2]1.N1CCOCC1.[Br:15][C:16]1[CH:23]=[CH:22][CH:21]=[CH:20][C:17]=1[CH2:18]Br.O>C1(C)C=CC=CC=1.O1CCOCC1.CC1C=CC(S(O)(=O)=O)=CC=1>[Br:15][C:16]1[CH:23]=[CH:22][CH:21]=[CH:20][C:17]=1[CH2:18][CH:2]1[CH2:3][CH2:4][CH2:5][CH2:6][CH2:7][C:1]1=[O:8]. Procedure: To a solution of cycloheptanone (56.1 g, 0.5 mol) in toluene (500 ml) was added morpholine (65.3 g, 0.75 mol) and tosic acid (100 mg). The reaction vessel was fitted with a Dean-Stark condenser and the reaction was refluxed for 24 hours. The toluene was removed in vacuo and the enamine was vacuum distilled. The enamine was collected as a pale yellow oil (46.5 g, 51%). To a solution of the enamine (10.0 g, 0.055 mol) in dioxane (50 ml) was added 2-bromobenzyl bromide and the reaction was refluxed... Reported procedure: To a solution of 1,3-dibromo-5-(tert-butyl)benzene (316 mg, 1.05 mmol) in dry THF (15 mL), n-BuLi (1 mL, 2.5M) was added dropwise under N2 at −78° C. The mixture was stirred at this temperature for 1 h. Then oxetan-3-one (91 mg, 1.27 mmol) was added and the mixture was stirred at rt overnight, diluted with aq. NH4Cl (20 mL) and extracted with EA. The combined organic layers were washed with brine, dried over Na2SO4 and concentrated to give the product P29a (120 mg, 40%) as a yellow solid. The reactants are BrC1=CC(=CC(=C1)C(C)(C)C)Br (1,3-dibromo-5-(tert-butyl)benzene), O1CC(C1)=O (oxetan-3-one). Run in [NH4+].[Cl-] (NH4Cl), C1CCOC1 (THF), [Li]CCCC (n-BuLi). Product: BrC=1C=C(C=C(C1)C(C)(C)C)C1(COC1)O (3-(3-bromo-5-(tert-butyl)phenyl)oxetan-3-ol). Reaction SMILES: Br[C:2]1[CH:7]=[C:6]([C:8]([CH3:11])([CH3:10])[CH3:9])[CH:5]=[C:4]([Br:12])[CH:3]=1.[O:13]1[CH2:16][C:15](=[O:17])[CH2:14]1>C1COCC1.[Li]CCCC.[NH4+].[Cl-]>[Br:12][C:4]1[CH:3]=[C:2]([C:15]2([OH:17])[CH2:16][O:13][CH2:14]2)[CH:7]=[C:6]([C:8]([CH3:11])([CH3:10])[CH3:9])[CH:5]=1 |f:4.5|. Conditions: time 1 hour. Reactants: ClCC1=NC2=CC(=C(C=C2C(=C1C(=O)OCC)C1=CC(=C(C=C1)OC)OC)OCC)OCC (ethyl 2-chloromethyl-6,7-diethoxy-4- (3,4-dimethoxyphenyl)quinoline-3-carboxylate), C1(=CC=CC=C1)P(C1=CC=CC=C1)C1=CC=CC=C1 (triphenylphosphine). Solvent: C1(=CC=CC=C1)C (toluene). Yields the product [Cl-].C(C)OC=1C=C2C(=C(C(=NC2=CC1OCC)C[P+](C1=CC=CC=C1)(C1=CC=CC=C1)C1=CC=CC=C1)C(=O)OCC)C1=CC(=C(C=C1)OC)OC ([6,7-diethoxy-4- (3,4-dimethoxyphenyl)-3-ethoxycarbonylquinolin-2-yl]methyltriphenylphosphonium chloride). The yield is 87.7%. As a reaction SMILES: [Cl:1][CH2:2][C:3]1[C:12]([C:13]([O:15][CH2:16][CH3:17])=[O:14])=[C:11]([C:18]2[CH:23]=[CH:22][C:21]([O:24][CH3:25])=[C:20]([O:26][CH3:27])[CH:19]=2)[C:10]2[C:5](=[CH:6][C:7]([O:31][CH2:32][CH3:33])=[C:8]([O:28][CH2:29][CH3:30])[CH:9]=2)[N:4]=1.[C:34]1([P:40]([C:47]2[CH:52]=[CH:51][CH:50]=[CH:49][CH:48]=2)[C:41]2[CH:46]=[CH:45][CH:44]=[CH:43][CH:42]=2)[CH:39]=[CH:38][CH:37]=[CH:36][CH:35]=1>C1(C)C=CC=CC=1>[Cl-:1].[CH2:29]([O:28][C:8]1[CH:9]=[C:10]2[C:5](=[CH:6][C:7]=1[O:31][CH2:32][CH3:33])[N:4]=[C:3]([CH2:2][P+:40]([C:41]1[CH:42]=[CH:43][CH:44]=[CH:45][CH:46]=1)([C:47]1[CH:52]=[CH:51][CH:50]=[CH:49][CH:48]=1)[C:34]1[CH:35]=[CH:36][CH:37]=[CH:38][CH:39]=1)[C:12]([C:13]([O:15][CH2:16][CH3:17])=[O:14])=[C:11]2[C:18]1[CH:23]=[CH:22][C:21]([O:24][CH3:25])=[C:20]([O:26][CH3:27])[CH:19]=1)[CH3:30] |f:3.4|. Procedure details: A mixture of ethyl 2-chloromethyl-6,7-diethoxy-4- (3,4-dimethoxyphenyl)quinoline-3-carboxylate (7.1 g), triphenylphosphine (3.9 g) and toluene (70 ml) was stirred under reflux for 2 hours. After cooling, the deposited solid was separated by filtration to obtain [6,7-diethoxy-4- (3,4-dimethoxyphenyl)-3-ethoxycarbonylquinolin-2-yl]methyltriphenylphosphonium chloride (9.6 g, 87%). mp. 172-174° C. (dec.). Reactants: C([O-])([O-])=O.[K+].[K+] (Potassium carbonate), ON=C(C(=O)OCC)C#N (ethyl 2-hydroxyimino-cyanoacetate), FCBr (Fluoromethyl bromide). Solvent: CS(=O)C (dimethylsulfoxide), CN(C=O)C (N,N-dimethylformamide), ice water. Conditions: time 10 minute. The product is FCON=C(C(=O)OCC)C#N (ethyl 2-fluoromethoxyimino-cyanoacetate). Isolated yield 66.9%. Reaction SMILES: C(=O)([O-])[O-].[K+].[K+].[OH:7][N:8]=[C:9]([C:15]#[N:16])[C:10]([O:12][CH2:13][CH3:14])=[O:11].[F:17][CH2:18]Br>CS(C)=O.CN(C)C=O>[F:17][CH2:18][O:7][N:8]=[C:9]([C:15]#[N:16])[C:10]([O:12][CH2:13][CH3:14])=[O:11] |f:0.1.2|. Procedure details: Potassium carbonate (110.6 g, 0.8 ml) was added to ethyl 2-hydroxyimino-cyanoacetate (56.8 g, 0.4 mol) in dimethylsulfoxide (200 ml) under ice-cooling, and the mixture was stirred for 10 mins, and then Fluoromethyl bromide (48.8 g, 0.4 mol) in N,N-dimethylformamide (40 ml) was added dropwise to the mixture under ice-cooling. The mixture was stirred at an internal temperature of 20° to 30° C. for 2.5 hrs. The reaction solution was dispersed in ice water (1 L), and it was extracted with ethyl acet... The reactants are CN1C=CC2=CC=CC=C12 (1-methyl-1H-indole), [Cl-].COC1=C(C=[N+]2CCCC2)C=CC=C1 (1-(2-methoxy-benzylidene)-pyrrolidinium chloride). Reaction SMILES: [CH3:1][N:2]1[C:10]2[C:5](=[CH:6][CH:7]=[CH:8][CH:9]=2)[CH:4]=[CH:3]1.[Cl-].[CH3:12][O:13][C:14]1[CH:25]=[CH:24][CH:23]=[CH:22][C:15]=1[CH:16]=[N+:17]1[CH2:21][CH2:20][CH2:19][CH2:18]1>>[CH3:12][O:13][C:14]1[CH:25]=[CH:24][CH:23]=[CH:22][C:15]=1[CH:16]([N:17]1[CH2:21][CH2:20][CH2:19][CH2:18]1)[C:4]1[C:5]2[C:10](=[CH:9][CH:8]=[CH:7][CH:6]=2)[N:2]([CH3:1])[CH:3]=1 |f:1.2|. Procedure details: The preparation was carried out in accordance with general synthesis instructions 4 from 1-methyl-1H-indole and 1-(2-methoxy-benzylidene)-pyrrolidinium chloride. Product: COC1=C(C=CC=C1)C(C1=CN(C2=CC=CC=C12)C)N1CCCC1 (3-[(2-Methoxyphenyl)-pyrrolidin-1-yl-methyl]-1-methyl-1H-indole). Reactants: Cc1nc(N2CCc3ccccc3CC2)c(C#N)c(=O)n1N(CC(F)(F)F)C(=O)OC(C)(C)C, CO, Cl. The product is Cc1nc(N2CCc3ccccc3CC2)c(C#N)c(=O)n1NCC(F)(F)F. Reaction SMILES: [C:1]([O:2][C:3](=[O:4])[N:7]([CH2:8][C:9]([F:10])([F:11])[F:12])[n:13]1[c:14]([CH3:33])[n:15][c:16]([N:22]2[CH2:23][CH2:24][c:25]3[c:26]([cH:29][cH:30][cH:31][cH:32]3)[CH2:27][CH2:28]2)[c:17]([C:20]#[N:21])[c:18]1=[O:19])([CH3:5])([CH3:6])[CH3:34].[CH3:36][OH:37].[ClH:35]>>[NH:7]([CH2:8][C:9]([F:10])([F:11])[F:12])[n:13]1[c:14]([CH3:33])[n:15][c:16]([N:22]2[CH2:23][CH2:24][c:25]3[c:26]([cH:29][cH:30][cH:31][cH:32]3)[CH2:27][CH2:28]2)[c:17]([C:20]#[N:21])[c:18]1=[O:19]. Starting materials: C(C)(C)(C)OC(=O)COC=1C=C(C(=O)OCC2=CC=CC=C2)C=CC1OCC(=O)OC(C)(C)C (benzyl 3,4-di-t-butoxycarbonylmethoxybenzoate). Reagents/catalysts: [Pd] (palladium/carbon). Solvent: C(C)(=O)OCC (ethyl acetate). Conditions: time 5 hour. Product: C(C)(C)(C)OC(=O)COC=1C=C(C(=O)O)C=CC1OCC(=O)OC(C)(C)C (3,4-di-t-butoxycarbonylmethoxybenzoic acid). As a reaction SMILES: [C:1]([O:5][C:6]([CH2:8][O:9][C:10]1[CH:11]=[C:12]([CH:23]=[CH:24][C:25]=1[O:26][CH2:27][C:28]([O:30][C:31]([CH3:34])([CH3:33])[CH3:32])=[O:29])[C:13]([O:15]CC1C=CC=CC=1)=[O:14])=[O:7])([CH3:4])([CH3:3])[CH3:2]>C(OCC)(=O)C.[Pd]>[C:1]([O:5][C:6]([CH2:8][O:9][C:10]1[CH:11]=[C:12]([CH:23]=[CH:24][C:25]=1[O:26][CH2:27][C:28]([O:30][C:31]([CH3:34])([CH3:33])[CH3:32])=[O:29])[C:13]([OH:15])=[O:14])=[O:7])([CH3:3])([CH3:4])[CH3:2]. Procedure: A mixture of a solution of the product of step (b) (34.6 g) in ethyl acetate (600 ml) and 10% palladium/carbon (3 g) was stirred under an atmosphere of hydrogen for 5 hours at ambient temperature. The mixture was filtered through a pad of kieselguhr and the solvent was removed by evaporation to give a solid residue which was crystallised from ethyl acetate/hexane to give 3,4-di-t-butoxycarbonylmethoxybenzoic acid; m.p. 118°-120° C.; NMR Spectrum (d6 -DMSO) 1.41 (s, 18H), 4.7 (s, 2H), 4.76 (s, 2H...